This data is from the Open Reaction Database (ORD), a public repository of structured organic reaction records. The task is: describe an organic reaction: reactants, conditions, products, and yield Reactants: Cl (hydrochloric acid), [H-].[Na+] (sodium hydride), [I-].C[S+](C)C (trimethylsulfonium iodide), C(C)OC(=O)\C=C\C1=CC(=CC=C1)OC (trans-1-ethoxycarbonyl-2-(3-methoxyphenyl)ethylene). The solvent is C(C)(=O)OCC (ethyl acetate), CN(C=O)C (N,N-dimethylformamide), CN(C=O)C (N,N-dimethylformamide). Conditions: time 20 minute. The product is C(C)OC(=O)[C@H]1[C@@H](C1)C1=CC(=CC=C1)OC (trans-1-ethoxycarbonyl-2-(3-methoxyphenyl)cyclopropane). Yield: 18.0%. As a reaction SMILES: [H-].[Na+].[I-].[CH3:4][S+](C)C.[CH2:8]([O:10][C:11](/[CH:13]=[CH:14]/[C:15]1[CH:20]=[CH:19][CH:18]=[C:17]([O:21][CH3:22])[CH:16]=1)=[O:12])[CH3:9].Cl>CN(C)C=O.C(OCC)(=O)C>[CH2:8]([O:10][C:11]([C@@H:13]1[CH2:4][C@H:14]1[C:15]1[CH:20]=[CH:19][CH:18]=[C:17]([O:21][CH3:22])[CH:16]=1)=[O:12])[CH3:9] |f:0.1,2.3|. Procedure: To a solution of sodium hydride (1.0 g, 60% in oil) in N,N-dimethylformamide (50 ml) was added trimethylsulfonium iodide (6.1 g) at ambient temperature under N2 and stirred for 20 minutes. To the solution was added dropwise a solution of trans-1-ethoxycarbonyl-2-(3-methoxyphenyl)ethylene (5.2 g) in N,N-dimethylformamide (10 ml) and stirred for 2 hours. The reaction mixture was poured into a mixture of ethyl acetate (100 ml) and 1N-hydrochloric acid (100 ml). The organic layer was washed with wat... Reactants: BrC=1C(=[N+](C(=CC1C)Cl)[O-])C (3-bromo-6-chloro-2,4-dimethylpyridine 1-oxide), FC(C(=O)OC(C(F)(F)F)=O)(F)F (trifluoracetic anhydride), C(=O)([O-])[O-].[K+].[K+] (K2CO3). Run in C(Cl)Cl (CH2Cl2). Conditions: time 3 hour. Product: BrC=1C(=NC(=CC1C)Cl)CO ((3-bromo-6-chloro-4-methylpyridin-2-yl)methanol). RXN SMILES: [Br:1][C:2]1[C:3]([CH3:11])=[N+:4]([O-])[C:5]([Cl:9])=[CH:6][C:7]=1[CH3:8].FC(F)(F)C(OC(=O)C(F)(F)F)=[O:15].C([O-])([O-])=O.[K+].[K+]>C(Cl)Cl>[Br:1][C:2]1[C:3]([CH2:11][OH:15])=[N:4][C:5]([Cl:9])=[CH:6][C:7]=1[CH3:8] |f:2.3.4|. Reported procedure: To a solution of 3-bromo-6-chloro-2,4-dimethylpyridine 1-oxide (28.7 g, 121 mmol) in CH2Cl2 (240 mL) was added trifluoracetic anhydride (240 mL, 1699 mmol). The reaction was stirred for 3 hours at room temperature and then concentrated. The residue was dissolved in MeOH (1.7 L) and cooled to 0° C. 1M K2CO3 (360 mL, 360 mmol) was added dropwise, and the reaction was stirred for 10 minutes at 0° C. and then warmed to r.t. for 1 hour. The reaction was then concentrated to a volume of 300 mL and dil...